From a dataset of the Open Reaction Database (ORD), a public repository of structured organic reaction records. describe an organic reaction: reactants, conditions, products, and yield The solvent is O1CCCC1 (tetrahydrofuran), C(C)O (ethanol). Procedure details: A solution of EXAMPLE 74A (1.96 g) in tetrahydrofuran (5 mL) and ethanol (1 mL) was treated with 2N LiOH (5.16 ml), stirred at room temperature for 3 hours and then neutralized to pH 3-4 with 3N HCl. The mixture was extracted with ethyl acetate. The extract was washed (brine), dried (MgSO4) and concentrated to dryness to give the title compound. MS (ESI(+)) m/e 352 (M+H)+. Run at time 3 hour. Reaction SMILES: [Cl:1][C:2]1[C:3]2[N:4]([C:8]([CH2:12][CH2:13][C:14]([O:16]CC)=[O:15])=[N:9][C:10]=2[I:11])[CH:5]=[CH:6][N:7]=1.[Li+].[OH-].Cl>O1CCCC1.C(O)C>[Cl:1][C:2]1[C:3]2[N:4]([C:8]([CH2:12][CH2:13][C:14]([OH:16])=[O:15])=[N:9][C:10]=2[I:11])[CH:5]=[CH:6][N:7]=1 |f:1.2|. The product is ClC=1C=2N(C=CN1)C(=NC2I)CCC(=O)O (3-(8-chloro-1-iodoimidazo[1,5-a]pyrazin-3-yl)propanoic acid). Starting materials: ClC=1C=2N(C=CN1)C(=NC2I)CCC(=O)OCC (Ethyl 3-(8-chloro-1-iodoimidazo[1,5-a]pyrazin-3-yl)propanoate), [Li+].[OH-] (LiOH), Cl (HCl). The reactants are N1(C=NC=C1)CCCNC(CN)=O (N-[3-(1H-imidazol-1-yl)propyl]glycinamide), I.CSC1=NC2=CC=CC=3C2=C1C=CC3 (2-(methylthio)benz[cd]indole hydroiodide). Run in C(C)O (ethanol). Product: N1=C(C2=C3C(C=CC=C13)=CC=C2)NCC(=O)NCCCN2C=NC=C2 (2-(Benz[cd]indole-2-ylamino)-N-[3-(1H-imidazol-1yl)propyl]acetamide). Isolated yield 43.2%. Reaction SMILES: [N:1]1([CH2:6][CH2:7][CH2:8][NH:9][C:10](=[O:13])[CH2:11][NH2:12])[CH:5]=[CH:4][N:3]=[CH:2]1.I.CS[C:17]1[C:25]2[CH:26]=[CH:27][CH:28]=[C:23]3[C:24]=2[C:19](=[CH:20][CH:21]=[CH:22]3)[N:18]=1>C(O)C>[N:18]1[C:19]2[C:24]3[C:23](=[CH:28][CH:27]=[CH:26][C:25]=3[C:17]=1[NH:12][CH2:11][C:10]([NH:9][CH2:8][CH2:7][CH2:6][N:1]1[CH:5]=[CH:4][N:3]=[CH:2]1)=[O:13])[CH:22]=[CH:21][CH:20]=2 |f:1.2|. Reported procedure: A mixture of 3.7 g of N-[3-(1H-imidazol-1-yl)propyl]glycinamide, 425 ml of ethanol, and 5.0 g of 2-(methylthio)benz[cd]indole hydroiodide was reacted as described in Example 19, giving 2.2 g of the desired product, mp 145°-146° C. Reactants: C1CCOC1, Sc1cc(Cl)ccc1Cl, N#Cc1ccc(Cl)c([N+](=O)[O-])c1, [K+], [K+], O=C([O-])[O-]. The product is N#Cc1ccc(Sc2cc(Cl)ccc2Cl)c([N+](=O)[O-])c1. RXN SMILES: [CH2:28]1[O:29][CH2:30][CH2:31][CH2:32]1.[Cl:13][c:14]1[c:15]([SH:21])[cH:16][c:17]([Cl:20])[cH:18][cH:19]1.[Cl:1][c:2]1[c:3]([N+:10](=[O:11])[O-:12])[cH:4][c:5]([C:6]#[N:7])[cH:8][cH:9]1.[K+:22].[K+:23].[O-:24][C:25]([O-:26])=[O:27]>>[c:2]1([S:21][c:15]2[c:14]([Cl:13])[cH:19][cH:18][c:17]([Cl:20])[cH:16]2)[c:3]([N+:10](=[O:11])[O-:12])[cH:4][c:5]([C:6]#[N:7])[cH:8][cH:9]1. Starting materials: ClC1=C(C(=CC=C1F)Cl)C(C)OC=1C(=NC=C(C1)C=1C=NNC1)N (3-[1-(2,6-dichloro-3-fluoro-phenyl)-ethoxy]-5-(1H-pyrazol-4-yl)-pyridin-2-ylamine), ClCP(C)(C)=O (chloromethyl-dimethyl-phosphine oxide). Yields the product ClC1=C(C(=CC=C1F)Cl)C(C)OC=1C(=NC=C(C1)C=1C=NN(C1)CP(=O)(C)C)N (3-[1-(2,6-dichloro-3-fluoro-phenyl)ethoxy]-5-[1-(dimethylphosphorylmethyl)pyrazol-4-yl]pyridin-2-amine). As a reaction SMILES: [Cl:1][C:2]1[C:7]([F:8])=[CH:6][CH:5]=[C:4]([Cl:9])[C:3]=1[CH:10]([O:12][C:13]1[C:14]([NH2:24])=[N:15][CH:16]=[C:17]([C:19]2[CH:20]=[N:21][NH:22][CH:23]=2)[CH:18]=1)[CH3:11].Cl[CH2:26][P:27](=[O:30])([CH3:29])[CH3:28]>>[Cl:1][C:2]1[C:7]([F:8])=[CH:6][CH:5]=[C:4]([Cl:9])[C:3]=1[CH:10]([O:12][C:13]1[C:14]([NH2:24])=[N:15][CH:16]=[C:17]([C:19]2[CH:23]=[N:22][N:21]([CH2:26][P:27]([CH3:29])([CH3:28])=[O:30])[CH:20]=2)[CH:18]=1)[CH3:11]. Procedure: The title compound was prepared from 3-[1-(2,6-dichloro-3-fluoro-phenyl)-ethoxy]-5-(1H-pyrazol-4-yl)-pyridin-2-ylamine and chloromethyl-dimethyl-phosphine oxide following the same procedure as Example 2. ESMS: m/z 457 (M+H)+.